Dataset: the Open Reaction Database (ORD), a public repository of structured organic reaction records. Task: describe an organic reaction: reactants, conditions, products, and yield Starting materials: CN(C)C(=O)Cl, COc1cc(C(=O)N2CCCCc3cc(Cl)ccc32)ccc1N, Cl, c1ccncc1. Yields the product COc1cc(C(=O)N2CCCCc3cc(Cl)ccc32)ccc1NC(=O)N(C)C. RXN SMILES: [CH3:24][N:25]([C:26](=[O:27])[Cl:28])[CH3:29].[Cl:1][c:2]1[cH:3][cH:4][c:5]2[c:6]([cH:23]1)[CH2:7][CH2:8][CH2:9][CH2:10][N:11]2[C:12]([c:13]1[cH:14][c:15]([O:20][CH3:21])[c:16]([NH2:19])[cH:17][cH:18]1)=[O:22].[ClH:30].[cH:31]1[cH:32][cH:33][n:34][cH:35][cH:36]1>>[Cl:1][c:2]1[cH:3][cH:4][c:5]2[c:6]([cH:23]1)[CH2:7][CH2:8][CH2:9][CH2:10][N:11]2[C:12]([c:13]1[cH:14][c:15]([O:20][CH3:21])[c:16]([NH:19][C:26]([N:25]([CH3:24])[CH3:29])=[O:27])[cH:17][cH:18]1)=[O:22]. Starting materials: O (water), FC1=C(C#N)C(=CC=C1)N1N=CN=C1 (2-fluoro-6-[1,2,4]triazol-1-yl-benzonitrile), C(Cl)Cl.CO (DCM MeOH). Reported procedure: A solution of 2-fluoro-6-[1,2,4]triazol-1-yl-benzonitrile (1.54 g, 8.20 mmol), as prepared in the previous step, in dry EtOH (70 mL) was bubbled with NH3 gas for 5 min. This solution was treated with a suspension of Raney Nickel 2800 in EtOH under air (15 mL) (prepared by diluting 2 mL of the Aldrich water slurry with 15 mL EtOH, centrifuging, decanting, diluting with 15 mL EtOH and transferring to the reaction). The flask was then sealed and evacuated until bubbles formed, and the evacuated fla... Yield: 89.5%. Product: FC1=C(CN)C(=CC=C1)N1N=CN=C1 (2-fluoro-6-[1,2,4]triazol-1-yl-benzylamine). The solvent is CCO (EtOH), CCO (EtOH). As a reaction SMILES: [F:1][C:2]1[CH:9]=[CH:8][CH:7]=[C:6]([N:10]2[CH:14]=[N:13][CH:12]=[N:11]2)[C:3]=1[C:4]#[N:5].O.C(Cl)Cl.CO>CCO>[F:1][C:2]1[CH:9]=[CH:8][CH:7]=[C:6]([N:10]2[CH:14]=[N:13][CH:12]=[N:11]2)[C:3]=1[CH2:4][NH2:5] |f:2.3|. Run at time 14 hour. The reactants are FC1=C(C=C(C(=C1)Cl)C(=O)OC(C)C)N=C=O (2-fluoro-4-chloro-5-isopropoxycarbonylphenyl isocyanate), N1C(C(=O)OCC)CCCC1 (ethyl pipecolate). Run in C1=CC=CC=C1 (benzene). The product is FC1=C(C=C(C(=C1)Cl)C(=O)OC(C)C)NC(=O)N1C(CCCC1)C(=O)OCC (1-(2-fluoro-4-chloro-5-isopropoxycarbonylphenyl)aminocarbonyl-2-ethoxycarbonylpiperidine). Isolated yield 83.2%. As a reaction SMILES: [F:1][C:2]1[CH:7]=[C:6]([Cl:8])[C:5]([C:9]([O:11][CH:12]([CH3:14])[CH3:13])=[O:10])=[CH:4][C:3]=1[N:15]=[C:16]=[O:17].[NH:18]1[CH2:28][CH2:27][CH2:26][CH2:25][CH:19]1[C:20]([O:22][CH2:23][CH3:24])=[O:21]>C1C=CC=CC=1>[F:1][C:2]1[CH:7]=[C:6]([Cl:8])[C:5]([C:9]([O:11][CH:12]([CH3:13])[CH3:14])=[O:10])=[CH:4][C:3]=1[NH:15][C:16]([N:18]1[CH2:28][CH2:27][CH2:26][CH2:25][CH:19]1[C:20]([O:22][CH2:23][CH3:24])=[O:21])=[O:17]. Procedure: 5.15 g (0.02 mol) of 2-fluoro-4-chloro-5-isopropoxycarbonylphenyl isocyanate were added to a solution of 3.2 g (0.02 mol) of ethyl pipecolate dissolved in 30 ml of benzene. The mixture was stirred at a temperature of 40° to 50° C. for an hour, washed with water, dried over anhydrous sodium sulfate, and then concentrated. The resulting crystals were recrystallized from a mixed solvent of n-hexane and ethyl acetate to give 6.9 g (yield 83.2%) of 1-(2-fluoro-4-chloro-5-isopropoxycarbonylphenyl)amin...